This data is from the Open Reaction Database (ORD), a public repository of structured organic reaction records. The task is: describe an organic reaction: reactants, conditions, products, and yield Starting materials: FC1=C(C=CC=C1F)C(C(=O)O)OC ((RS)-(2,3-Difluoro-phenyl)-methoxy-acetic acid), NCC1=CC=C(C#N)C=C1 (4-aminomethyl benzonitrile). Yields the product C(#N)C1=CC=C(CNC(C(OC)C2=C(C(=CC=C2)F)F)=O)C=C1 ((RS)-N-(4-cyano-benzyl)-2-(2,3-difluoro-phenyl)-2-methoxy-acetamide). As a reaction SMILES: [F:1][C:2]1[C:7]([F:8])=[CH:6][CH:5]=[CH:4][C:3]=1[CH:9]([O:13][CH3:14])[C:10]([OH:12])=O.[NH2:15][CH2:16][C:17]1[CH:24]=[CH:23][C:20]([C:21]#[N:22])=[CH:19][CH:18]=1>>[C:16]([C:17]1[CH:24]=[CH:23][C:20]([CH2:21][NH:22][C:10](=[O:12])[CH:9]([C:3]2[CH:4]=[CH:5][CH:6]=[C:7]([F:8])[C:2]=2[F:1])[O:13][CH3:14])=[CH:19][CH:18]=1)#[N:15]. Procedure details: (RS)-(2,3-Difluoro-phenyl)-methoxy-acetic acid was coupled with 4-aminomethyl benzonitrile according to general procedure C to give (RS)-N-(4-cyano-benzyl)-2-(2,3-difluoro-phenyl)-2-methoxy-acetamide. Off-white solid. The reactants are C(C)(=O)OCC (Ethyl acetate), BrC=1C(=CC(=C(C(=O)OCC2=CC=CC=C2)C1)OCC1=CC=CC=C1)C(=O)N(C)C (Phenylmethyl 5-bromo-4-[(dimethylamino)carbonyl]-2-[(phenylmethyl)oxy]benzoate), CN1N=CC(=C1)B1OC(C(O1)(C)C)(C)C (1-methyl-4-(4,4,5,5-tetramethyl-1,3,2-dioxaborolan-2-yl)-1H-pyrazole), P(=O)([O-])([O-])[O-].[K+].[K+].[K+] (tripotassium phosphate). The reagents and catalysts are C=1C=CC(=CC1)[P](C=2C=CC=CC2)(C=3C=CC=CC3)[Pd]([P](C=4C=CC=CC4)(C=5C=CC=CC5)C=6C=CC=CC6)([P](C=7C=CC=CC7)(C=8C=CC=CC8)C=9C=CC=CC9)[P](C=1C=CC=CC1)(C=1C=CC=CC1)C=1C=CC=CC1 (Pd(Ph3P)4). Run in O (water), COCCOC (1,2-dimethoxyethane). Reaction conditions: temperature 125 celsius. Product: CN(C(=O)C1=CC(=C(C(=O)OCC2=CC=CC=C2)C=C1C=1C=NN(C1)C)OCC1=CC=CC=C1)C (Phenylmethyl 4-[(dimethylamino)carbonyl]-5-(1-methyl-1H-pyrazol-4-yl)-2-[(phenylmethyl)oxy]benzoate). Reaction SMILES: Br[C:2]1[C:3]([C:26]([N:28]([CH3:30])[CH3:29])=[O:27])=[CH:4][C:5]([O:18][CH2:19][C:20]2[CH:25]=[CH:24][CH:23]=[CH:22][CH:21]=2)=[C:6]([CH:17]=1)[C:7]([O:9][CH2:10][C:11]1[CH:16]=[CH:15][CH:14]=[CH:13][CH:12]=1)=[O:8].[CH3:31][N:32]1[CH:36]=[C:35](B2OC(C)(C)C(C)(C)O2)[CH:34]=[N:33]1.P([O-])([O-])([O-])=O.[K+].[K+].[K+].C(OCC)(=O)C>COCCOC.C1C=CC([P]([Pd]([P](C2C=CC=CC=2)(C2C=CC=CC=2)C2C=CC=CC=2)([P](C2C=CC=CC=2)(C2C=CC=CC=2)C2C=CC=CC=2)[P](C2C=CC=CC=2)(C2C=CC=CC=2)C2C=CC=CC=2)(C2C=CC=CC=2)C2C=CC=CC=2)=CC=1.O>[CH3:29][N:28]([CH3:30])[C:26]([C:3]1[C:2]([C:35]2[CH:34]=[N:33][N:32]([CH3:31])[CH:36]=2)=[CH:17][C:6]([C:7]([O:9][CH2:10][C:11]2[CH:16]=[CH:15][CH:14]=[CH:13][CH:12]=2)=[O:8])=[C:5]([O:18][CH2:19][C:20]2[CH:25]=[CH:24][CH:23]=[CH:22][CH:21]=2)[CH:4]=1)=[O:27] |f:2.3.4.5,^1:69,71,90,109|. Procedure details: Phenylmethyl 5-bromo-4-[(dimethylamino)carbonyl]-2-[(phenylmethyl)oxy]benzoate (may be prepared as described in Description 39; 195 mg) was redissolved in 1,2-dimethoxyethane (5 ml) and 1-methyl-4-(4,4,5,5-tetramethyl-1,3,2-dioxaborolan-2-yl)-1H-pyrazole (103 mg, 0.49 mmol), tripotassium phosphate (168 mg, 0.79 mmol) and Pd(Ph3P)4 (34.3 mg, 0.03 mmol) were added. The mixture was heated at 125° C. for 50 minutes. Ethyl acetate (10 ml) and water (10 ml) were added. The organic layer was separated ... Reactants: CC(C)=O, Cc1c(S(=O)(=O)Nc2ccc(-c3nc(CCl)cs3)cc2S(C)(=O)=O)sc2ccc(F)cc12, [I-], [Na+]. Product: Cc1csc(-c2ccc(NS(=O)(=O)c3sc4ccc(F)cc4c3C)c(S(C)(=O)=O)c2)n1. As a reaction SMILES: [CH3:35][C:36](=[O:37])[CH3:38].[Cl:1][CH2:2][c:3]1[n:4][c:5](-[c:8]2[cH:9][c:10]([S:29](=[O:30])(=[O:31])[CH3:32])[c:11]([NH:14][S:15](=[O:16])(=[O:17])[c:18]3[c:19]([CH3:28])[c:20]4[c:21]([s:22]3)[cH:23][cH:24][c:25]([F:27])[cH:26]4)[cH:12][cH:13]2)[s:6][cH:7]1.[I-:34].[Na+:33]>>[CH3:2][c:3]1[n:4][c:5](-[c:8]2[cH:9][c:10]([S:29](=[O:30])(=[O:31])[CH3:32])[c:11]([NH:14][S:15](=[O:16])(=[O:17])[c:18]3[c:19]([CH3:28])[c:20]4[c:21]([s:22]3)[cH:23][cH:24][c:25]([F:27])[cH:26]4)[cH:12][cH:13]2)[s:6][cH:7]1. Starting materials: O=C(O)c1cncc(Br)c1, C#Cc1cccc(NC(=O)c2cc(C)nn2C)c1, CCOC(C)=O, [Cu]I, CN(C)C=O, Cl[Pd]Cl, c1ccc(P(c2ccccc2)c2ccccc2)cc1, c1ccc(P(c2ccccc2)c2ccccc2)cc1. The product is Cc1cc(C(=O)Nc2cccc(C#Cc3cncc(C(=O)O)c3)c2)n(C)n1. RXN SMILES: [Br:19][c:20]1[cH:21][n:22][cH:23][c:24]([C:25](=[O:26])[OH:27])[cH:28]1.[C:1](#[CH:2])[c:3]1[cH:4][c:5]([NH:9][C:10](=[O:11])[c:12]2[cH:13][c:14]([CH3:18])[n:15][n:16]2[CH3:17])[cH:6][cH:7][cH:8]1.[CH3:34][CH2:35][O:36][C:37]([CH3:38])=[O:39].[Cu:81][I:82].[O:29]=[CH:30][N:31]([CH3:32])[CH3:33].[Pd:40]([Cl:41])[Cl:42].[c:43]1([P:44]([c:45]2[cH:46][cH:47][cH:48][cH:49][cH:50]2)[c:51]2[cH:52][cH:53][cH:54][cH:55][cH:56]2)[cH:57][cH:58][cH:59][cH:60][cH:61]1.[c:62]1([P:63]([c:64]2[cH:65][cH:66][cH:67][cH:68][cH:69]2)[c:70]2[cH:71][cH:72][cH:73][cH:74][cH:75]2)[cH:76][cH:77][cH:78][cH:79][cH:80]1>>[C:1](#[C:2][c:20]1[cH:21][n:22][cH:23][c:24]([C:25](=[O:26])[OH:27])[cH:28]1)[c:3]1[cH:4][c:5]([NH:9][C:10](=[O:11])[c:12]2[cH:13][c:14]([CH3:18])[n:15][n:16]2[CH3:17])[cH:6][cH:7][cH:8]1. Reactants: C(CCCC)C=1C=C(C=C(O)C1)O (5-n-Pentyl resorcinol), CC1CC(C(S1)C(=O)OC)=O (methyl 5-methyl-3-oxo-tetrahydrothiophene-2-carboxylate). Yields the product OC1=CC(=CC2=C1C1=C(C(O2)=O)SC(C1)C)CCCCC (1,2-dihydro-9-hydroxy-2-methyl-7-n-pentyl-4-oxo-4H-thieno[2,3-c][1] benzopyran). Isolated yield 62.0%. As a reaction SMILES: [CH2:1]([C:6]1[CH:7]=[C:8]([OH:13])[CH:9]=[C:10]([CH:12]=1)[OH:11])[CH2:2][CH2:3][CH2:4][CH3:5].[CH3:14][CH:15]1[S:19][CH:18]([C:20](OC)=[O:21])[C:17](=O)[CH2:16]1>>[OH:13][C:8]1[C:9]2[C:17]3[CH2:16][CH:15]([CH3:14])[S:19][C:18]=3[C:20](=[O:21])[O:11][C:10]=2[CH:12]=[C:6]([CH2:1][CH2:2][CH2:3][CH2:4][CH3:5])[CH:7]=1. Reported procedure: 5-n-Pentyl resorcinol is reacted with methyl 5-methyl-3-oxo-tetrahydrothiophene-2-carboxylate to produce 1,2-dihydro-9-hydroxy-2-methyl-7-n-pentyl-4-oxo-4H-thieno[2,3-c][1] benzopyran, m.p. 188°-190°C, in 62% yield. Reactants: C(=O)(OC(C)(C)C)N1C[C@@H](C[C@H]1C#C)O[Si](C)(C)C(C)(C)C ((3R,5S)-N-Boc-3-tert-Butyldimethylsiloxy-5-ethynyl-pyrrolidine), CCCC[N+](CCCC)(CCCC)CCCC.[F-] (TBAF). The solvent is C1CCOC1 (THF), O (H2O). Conditions: time 21 hour. Yields the product C(=O)(OC(C)(C)C)N1C[C@@H](C[C@H]1C#C)O ((3R,5S)-N-Boc-3-Hydroxy-5-ethynyl-pyrrolidine). RXN SMILES: [C:1]([N:8]1[C@H:12]([C:13]#[CH:14])[CH2:11][C@@H:10]([O:15][Si](C(C)(C)C)(C)C)[CH2:9]1)([O:3][C:4]([CH3:7])([CH3:6])[CH3:5])=[O:2].CCCC[N+](CCCC)(CCCC)CCCC.[F-]>C1COCC1.O>[C:1]([N:8]1[C@H:12]([C:13]#[CH:14])[CH2:11][C@@H:10]([OH:15])[CH2:9]1)([O:3][C:4]([CH3:7])([CH3:6])[CH3:5])=[O:2] |f:1.2|. Procedure details: (3R,5S)-N-Boc-3-tert-Butyldimethylsiloxy-5-ethynyl-pyrrolidine (700 mg, 2.15 mmol) (Example 99B above) was dissolved in a mixture of THF (20 mL) and H2O (1 mL). TBAF (1M in THF) (Aldrich) was added (2.15 mL, 2.15 mmol) at 0° C. and the reaction mixture was allowed slowly to warm up to room temperature. After 21 hr at room temperature and 2 hrs at 50° C. the mixture was concentrated to a small volume diluted with EtOAc and washed with brine. The organic layer was dried over Na2SO4 and concentrate... Reactants: CC(C)(C)[Si](Cl)(c1ccccc1)c1ccccc1, CN(C)C=O, COCc1cc([N+](=O)[O-])ccc1-n1cccc(CCO)c1=O, c1c[nH]cn1. Product: COCc1cc([N+](=O)[O-])ccc1-n1cccc(CCO[Si](c2ccccc2)(c2ccccc2)C(C)(C)C)c1=O. Reaction SMILES: [C:28]([CH3:29])([CH3:30])([CH3:31])[Si:32]([Cl:33])([c:34]1[cH:35][cH:36][cH:37][cH:38][cH:39]1)[c:40]1[cH:41][cH:42][cH:43][cH:44][cH:45]1.[CH3:46][N:47]([CH3:48])[CH:49]=[O:50].[OH:1][CH2:2][CH2:3][c:4]1[c:5](=[O:22])[n:6](-[c:10]2[c:11]([CH2:19][O:20][CH3:21])[cH:12][c:13]([N+:16](=[O:17])[O-:18])[cH:14][cH:15]2)[cH:7][cH:8][cH:9]1.[nH:23]1[cH:24][cH:25][n:26][cH:27]1>>[O:1]([CH2:2][CH2:3][c:4]1[c:5](=[O:22])[n:6](-[c:10]2[c:11]([CH2:19][O:20][CH3:21])[cH:12][c:13]([N+:16](=[O:17])[O-:18])[cH:14][cH:15]2)[cH:7][cH:8][cH:9]1)[Si:32]([C:28]([CH3:29])([CH3:30])[CH3:31])([c:34]1[cH:35][cH:36][cH:37][cH:38][cH:39]1)[c:40]1[cH:41][cH:42][cH:43][cH:44][cH:45]1. Reactants: ClC1=CC=NC2=CC(=CC=C12)OC (4-chloro-7-methoxy-quinoline), BrC1=CC=C(C=C1)OC (4-bromoanisole). Product: ClC1=CC(=NC2=CC(=CC=C12)OC)C1=CC=C(C=C1)OC (4-Chloro-7-methoxy-2-(4-methoxy-phenyl)-quinoline). Reaction SMILES: [Cl:1][C:2]1[C:11]2[C:6](=[CH:7][C:8]([O:12][CH3:13])=[CH:9][CH:10]=2)[N:5]=[CH:4][CH:3]=1.Br[C:15]1[CH:20]=[CH:19][C:18]([O:21][CH3:22])=[CH:17][CH:16]=1>>[Cl:1][C:2]1[C:11]2[C:6](=[CH:7][C:8]([O:12][CH3:13])=[CH:9][CH:10]=2)[N:5]=[C:4]([C:15]2[CH:20]=[CH:19][C:18]([O:21][CH3:22])=[CH:17][CH:16]=2)[CH:3]=1. Reported procedure: The title compound, m. p. 99-101° C., MS: m/e=299 (M+), was prepared from 4-chloro-7-methoxy-quinoline and 4-bromoanisole. The reactants are Cl.C(C)OCCN1C(=NC2=C1C=CC=C2)NC2CCN(CC2)CCC2(CNCC2)C2=CC=CC=C2 (3-(2-(4-(1-(2-ethoxyethyl)-1H-benzimidazol-2-yl-amino)piperidin-1-yl)ethyl)-3-phenylpyrrolidine hydrochloric acid salt), CS(=O)C1=C(C(=O)O)C=C(C=C1)N1N=NN=C1 (2-methylsulfinyl-5-(1H-tetrazol-1-yl)benzoic acid). Product: CS(=O)C1=C(C(=O)N2CC(CC2)(C2=CC=CC=C2)CCN2CCC(CC2)NC2=NC3=C(N2CCOCC)C=CC=C3)C=C(C=C1)N1N=NN=C1 (1-(2-methylsulfinyl-5-(1H-tetrazol-1-yl)benzoyl)-3-(2-(4-(1-(2-ethoxyethyl)-1H-benzimidazol-2-yl-amino)piperidin-1-yl)ethyl)-3-phenylpyrrolidine). RXN SMILES: Cl.[CH2:2]([O:4][CH2:5][CH2:6][N:7]1[C:11]2[CH:12]=[CH:13][CH:14]=[CH:15][C:10]=2[N:9]=[C:8]1[NH:16][CH:17]1[CH2:22][CH2:21][N:20]([CH2:23][CH2:24][C:25]2([C:30]3[CH:35]=[CH:34][CH:33]=[CH:32][CH:31]=3)[CH2:29][CH2:28][NH:27][CH2:26]2)[CH2:19][CH2:18]1)[CH3:3].[CH3:36][S:37]([C:39]1[CH:47]=[CH:46][C:45]([N:48]2[CH:52]=[N:51][N:50]=[N:49]2)=[CH:44][C:40]=1[C:41](O)=[O:42])=[O:38]>>[CH3:36][S:37]([C:39]1[CH:47]=[CH:46][C:45]([N:48]2[CH:52]=[N:51][N:50]=[N:49]2)=[CH:44][C:40]=1[C:41]([N:27]1[CH2:28][CH2:29][C:25]([CH2:24][CH2:23][N:20]2[CH2:21][CH2:22][CH:17]([NH:16][C:8]3[N:7]([CH2:6][CH2:5][O:4][CH2:2][CH3:3])[C:11]4[CH:12]=[CH:13][CH:14]=[CH:15][C:10]=4[N:9]=3)[CH2:18][CH2:19]2)([C:30]2[CH:31]=[CH:32][CH:33]=[CH:34][CH:35]=2)[CH2:26]1)=[O:42])=[O:38] |f:0.1|. Reported procedure: Prepare by the method of Example 59.1 using 3-(2-(4-(1-(2-ethoxyethyl)-1H-benzimidazol-2-yl-amino)piperidin-1-yl)ethyl)-3-phenylpyrrolidine hydrochloric acid salt (prepared from (−)-3-phenyl-3-(2-hydroxyethyl)pyrrolidine (R,R)-di-p-anisoyltartaric acid salt) and 2-methylsulfinyl-5-(1H-tetrazol-1-yl)benzoic acid to give the title compound. Reactants: C(CCC1=CC=CC=C1)(=O)O (Hydrocinnamic acid), methyl ester, C(CCl)Cl (EDC), C=1C=CC2=C(C1)N=NN2O (HOBt), CN1CCOCC1 (N-methylmorpholine), [Li+].[OH-] (LiOH). Solvent: CC(=O)N(C)C (dimethylacetamide), C1CCOC1.O (THF H2O). Run at time 20 hour. Yields the product C(CCC1=CC=CC=C1)N1[C@H](C(=O)O)CCC1 (Hydrocinnamyl-L-Proline). RXN SMILES: [C:1]([OH:11])(=[O:10])[CH2:2][CH2:3][C:4]1[CH:9]=CC=CC=1.[CH:12]1[CH:13]=[CH:14][C:15]2N(O)N=N[C:16]=2[CH:17]=1.C[N:23]1CCO[CH2:25][CH2:24]1.[CH2:29](Cl)CCl.[Li+].[OH-]>C1COCC1.O.CC(N(C)C)=O>[CH2:24]([N:23]1[CH2:9][CH2:4][CH2:3][C@H:2]1[C:1]([OH:11])=[O:10])[CH2:25][CH2:29][C:16]1[CH:15]=[CH:14][CH:13]=[CH:12][CH:17]=1 |f:4.5,6.7|. Reported procedure: Hydrocinnamic acid (1.63 g., 11 mmol) and L-proline-OMe HCl (2.19 g., 13.2 mmol) were dissolved in 110 ml. of dimethylacetamide (DMAc), followed by the addition of 2.19 g. (14.3 mmol) of HOBt and adjustment to pH 8 with N-methylmorpholine (NMM). Then EDC (3.16 g., 16.5 mmol) was added and the solution stirred for 20 hr., followed by concentration in vacuo and extractive workup with EtOAc to afford 2.97 g. of oily residue, which was purified by chromatography on silica gel to yield 2.68 g. of met...